Dataset: the Open Reaction Database (ORD), a public repository of structured organic reaction records. Task: describe an organic reaction: reactants, conditions, products, and yield Starting materials: C(C=C)(=O)N (acrylamide), FC(C(CC(=O)OCC)=O)(C(F)(F)F)F (ethyl 4,4,5,5,5-pentafluoro-3-oxopentanoate), C1(=CC=C(C=C1)S(=O)(=O)O)C (p-toluenesulphonic acid). The solvent is ClC1=CC=CC=C1 (chlorobenzene). Conditions: temperature 120 celsius. Yields the product O=C1CCC(=C(N1)C(C(F)(F)F)(F)F)C(=O)OCC (Ethyl 6-oxo-2-(pentafluoroethyl)-1,4,5,6-tetrahydropyridine-3-carboxylate). Yield: 4.2%. Reaction SMILES: [C:1]([NH2:5])(=[O:4])[CH:2]=[CH2:3].[F:6][C:7]([F:20])([C:16]([F:19])([F:18])[F:17])[C:8](=O)[CH2:9][C:10]([O:12][CH2:13][CH3:14])=[O:11].C1(C)C=CC(S(O)(=O)=O)=CC=1>ClC1C=CC=CC=1>[O:4]=[C:1]1[NH:5][C:8]([C:7]([F:6])([F:20])[C:16]([F:18])([F:17])[F:19])=[C:9]([C:10]([O:12][CH2:13][CH3:14])=[O:11])[CH2:3][CH2:2]1. Procedure: A suspension of acrylamide (4.11 g), ethyl 4,4,5,5,5-pentafluoro-3-oxopentanoate (16.5 g) and p-toluenesulphonic acid (0.120 g) in chlorobenzene (40 mL) was sonicated for 30 minutes then heated by microwave irradiation (150 W, 120° C.) for 3 h. The reaction mixture was concentrated in vacuo and subjected to flash column chromatography (eluent 1:3 ethyl acetate/isohexane) to yield a colourless solid (0.697 g).